From a dataset of the Open Reaction Database (ORD), a public repository of structured organic reaction records. describe an organic reaction: reactants, conditions, products, and yield Starting materials: COc1ccc(Cn2c(=O)c3cc(OCc4ccccc4)ccc3n(C3CCN(C=O)CC3)c2=O)cc1OC, CCO, O=C[O-], [NH4+]. The product is COc1ccc(Cn2c(=O)c3cc(O)ccc3n(C3CCN(C=O)CC3)c2=O)cc1OC. RXN SMILES: [CH2:1]([c:2]1[cH:3][cH:4][cH:5][cH:6][cH:7]1)[O:8][c:9]1[cH:10][c:11]2[c:12](=[O:39])[n:13]([CH2:28][c:29]3[cH:30][c:31]([O:37][CH3:38])[c:32]([O:35][CH3:36])[cH:33][cH:34]3)[c:14](=[O:27])[n:15]([CH:19]3[CH2:20][CH2:21][N:22]([CH:25]=[O:26])[CH2:23][CH2:24]3)[c:16]2[cH:17][cH:18]1.[CH3:44][CH2:45][OH:46].[CH:40]([O-:41])=[O:42].[NH4+:43]>>[OH:8][c:9]1[cH:10][c:11]2[c:12](=[O:39])[n:13]([CH2:28][c:29]3[cH:30][c:31]([O:37][CH3:38])[c:32]([O:35][CH3:36])[cH:33][cH:34]3)[c:14](=[O:27])[n:15]([CH:19]3[CH2:20][CH2:21][N:22]([CH:25]=[O:26])[CH2:23][CH2:24]3)[c:16]2[cH:17][cH:18]1. Starting materials: CN1CC2CCC(C1)N2Cc1ccccc1, CCO, Cl, O. Yields the product CN1CC2CCC(C1)N2. As a reaction SMILES: [CH2:1]([c:2]1[cH:3][cH:4][cH:5][cH:6][cH:7]1)[N:8]1[CH:9]2[CH2:10][N:11]([CH3:16])[CH2:12][CH:13]1[CH2:14][CH2:15]2.[CH3:17][CH2:18][OH:19].[ClH:20].[OH2:21]>>[NH:8]1[CH:9]2[CH2:10][N:11]([CH3:16])[CH2:12][CH:13]1[CH2:14][CH2:15]2. Product: BrC(C(=O)C1=CC=C(C=C1)SC)C1=CC=C(C=C1)F (2-bromo-2-(4-fluorophenyl)-1-(4-methylthiophenyl)ethanone). Reported procedure: To a stirred slurry of 2-(4-fluorophenyl)-1-(4-methylthiophenyl)ethanone from Step 1 (5.04 g, 19.36 mmol) in acetic acid (100 mL) was added HBr in acetic acid (45 mL, 48% by wt.) and bromine (1.0 mL, 3.09 g, 19.36 mmol). The resulting green slurry became homogeneous within 30 minutes. After 4 hours, the reaction was concentrated in vacuo, the residue diluted with toluene, and reconcentrated in vacuo. The crude haloketone was purified by flash chromatography (2:1 hexane:methylene chloride) and re... Run in C(C)(=O)O (acetic acid), C(C)(=O)O (acetic acid). Yield: 69.0%. The reactants are CSC1=CC=C(C=C1)C(CC1=CC=C(C=C1)F)=O (1-(4-methylthiophenyl)-2-(4-fluorophenyl)ethanone), Br (HBr), BrBr (bromine). Run at time 30 minute. As a reaction SMILES: [CH3:1][S:2][C:3]1[CH:8]=[CH:7][C:6]([C:9](=[O:18])[CH2:10][C:11]2[CH:16]=[CH:15][C:14]([F:17])=[CH:13][CH:12]=2)=[CH:5][CH:4]=1.[BrH:19].BrBr>C(O)(=O)C>[Br:19][CH:10]([C:11]1[CH:12]=[CH:13][C:14]([F:17])=[CH:15][CH:16]=1)[C:9]([C:6]1[CH:5]=[CH:4][C:3]([S:2][CH3:1])=[CH:8][CH:7]=1)=[O:18]. Starting materials: ClC1=C(C(=O)O)C=CC=C1 (2-chlorobenzoic acid), NC=1C=C(C(=O)O)C=CC1 (3-aminobenzoic acid), C([O-])([O-])=O.[K+].[K+] (potassium carbonate), CN(C=O)C (dimethylformamide), [K+].[Br-] (KBr). Reagents/catalysts: [Cu] (copper). The solvent is CO (methanol). Run at time 10 minute. Yields the product C(=O)(OC)C=1C=C(C=CC1)NC1=C(C(=O)OC)C=CC=C1 (Methyl 2-(3-carbomethoxyphenylamino)-benzoate). RXN SMILES: Cl[C:2]1[CH:10]=[CH:9][CH:8]=[CH:7][C:3]=1[C:4](O)=[O:5].[NH2:11][C:12]1[CH:13]=[C:14]([CH:18]=[CH:19][CH:20]=1)[C:15]([OH:17])=[O:16].[C:21](=O)([O-])[O-].[K+].[K+].[K+].[Br-].CN(C)[CH:31]=[O:32]>CO.[Cu]>[C:15]([C:14]1[CH:13]=[C:12]([NH:11][C:2]2[CH:10]=[CH:9][CH:8]=[CH:7][C:3]=2[C:4]([O:32][CH3:31])=[O:5])[CH:20]=[CH:19][CH:18]=1)([O:17][CH3:21])=[O:16] |f:2.3.4,5.6|. Reported procedure: To a 500 ml round-buttomed flask equipped with condenser nd N2 inlet were added 15.7 g (0.10 mol) 2-chlorobenzoic acid, 23.3 g (0.17 mol) 3-aminobenzoic acid, 23.5 g (0.17 mol) potassium carbonate, 50 mg copper powder, and 40 ml dimethylformamide. The mixture was heated to reflux, and three 50 mg portions of methanol-washed copper(I) bromide were added. The reaction was refluxed 3.5 hours, cooled, and poured into 1 1 1N HC1. The mixture was stirred for 10 minutes, filtered, and the filtered soli... The reactants are ester, S1C(=CC=C1)C(=O)C1=CC=C(C=C1)O (2-thienyl-(4-hydroxy-phenyl)ketone), BrC(C(=O)OCC)(C)C (ethyl bromoisobutyrate), C([O-])([O-])=O.[K+].[K+] (potassium carbonate). The solvent is CC(CC)=O (2-butanone). Yields the product C1(=CC=CS1)C(=O)C1=CC=C(OC(C(=O)OCC)(C)C)C=C1 (Ethyl 2-[4-(2-thenoyl)-phenoxy]-2-methyl-propionate). Yield: 50.0%. As a reaction SMILES: [S:1]1[CH:5]=[CH:4][CH:3]=[C:2]1[C:6]([C:8]1[CH:13]=[CH:12][C:11]([OH:14])=[CH:10][CH:9]=1)=[O:7].Br[C:16]([CH3:23])([CH3:22])[C:17]([O:19][CH2:20][CH3:21])=[O:18].C(=O)([O-])[O-].[K+].[K+]>CC(=O)CC>[C:2]1([C:6]([C:8]2[CH:13]=[CH:12][C:11]([O:14][C:16]([CH3:23])([CH3:22])[C:17]([O:19][CH2:20][CH3:21])=[O:18])=[CH:10][CH:9]=2)=[O:7])[S:1][CH:5]=[CH:4][CH:3]=1 |f:2.3.4|. Procedure: A mixture of 2-thienyl-(4-hydroxy-phenyl)ketone (M.p. 112° C.; 65 g), ethyl bromoisobutyrate (62 g) and potassium carbonate (88 g) in 2-butanone (500 ml) is refluxed for 24 hours. After removing the solid by filtration in the hot, the solvent is removed. The unreacted phenol is extracted from the residue with an alkaline aqueous solution. The usual treatments give, in a yield of 50%, the ester which melts at 45° C. Procedure details: 2,4 dichloropyrimidine was coupled with 4-isobutylphenylboronic acid following procedure A. LC-MS showed the product had the expected M+H+ of 247: As a reaction SMILES: [Cl:1][C:2]1[N:7]=[C:6](Cl)[CH:5]=[CH:4][N:3]=1.[CH2:9]([C:13]1[CH:18]=[CH:17][C:16](B(O)O)=[CH:15][CH:14]=1)[CH:10]([CH3:12])[CH3:11]>>[Cl:1][C:2]1[N:7]=[C:6]([C:16]2[CH:17]=[CH:18][C:13]([CH2:9][CH:10]([CH3:12])[CH3:11])=[CH:14][CH:15]=2)[CH:5]=[CH:4][N:3]=1. Yields the product ClC1=NC=CC(=N1)C1=CC=C(C=C1)CC(C)C (2-Chloro-4-(4-isobutyl-phenyl)-pyrimidine). Reactants: ClC1=NC=CC(=N1)Cl (2,4 dichloropyrimidine), C(C(C)C)C1=CC=C(C=C1)B(O)O (4-isobutylphenylboronic acid), 247.